From a dataset of the Open Reaction Database (ORD), a public repository of structured organic reaction records. describe an organic reaction: reactants, conditions, products, and yield Reactants: C(#N)C1=CC2=C(N(C(N2CC2=CC(=C(C=C2)OC)C=O)=O)[C@@H]2CC[C@H](CC2)O)C=C1 (5-cyano-3-(3-formyl-4-methoxybenzyl)-1-(trans-4-hydroxycyclohexyl)-1,3-dihydro-2H-benzimidazol-2-one), [BH4-].[Na+] (sodium borohydride). Solvent: C(C)O (ethanol), O1CCCC1 (tetrahydrofuran). Run at temperature 0 celsius, time 2 hour. Yields the product C(#N)C1=CC2=C(N(C(N2CC2=CC(=C(C=C2)OC)CO)=O)[C@@H]2CC[C@H](CC2)O)C=C1 (5-cyano-1-(trans-4-hydroxycyclohexyl)-3-(3-hydroxymethyl-4-methoxybenzyl)-1,3-dihydro-2H-benzimidazol-2-one). The yield is 56.9%. As a reaction SMILES: [C:1]([C:3]1[CH:30]=[CH:29][C:6]2[N:7]([C@H:22]3[CH2:27][CH2:26][C@H:25]([OH:28])[CH2:24][CH2:23]3)[C:8](=[O:21])[N:9]([CH2:10][C:11]3[CH:16]=[CH:15][C:14]([O:17][CH3:18])=[C:13]([CH:19]=[O:20])[CH:12]=3)[C:5]=2[CH:4]=1)#[N:2].[BH4-].[Na+]>C(O)C.O1CCCC1>[C:1]([C:3]1[CH:30]=[CH:29][C:6]2[N:7]([C@H:22]3[CH2:27][CH2:26][C@H:25]([OH:28])[CH2:24][CH2:23]3)[C:8](=[O:21])[N:9]([CH2:10][C:11]3[CH:16]=[CH:15][C:14]([O:17][CH3:18])=[C:13]([CH2:19][OH:20])[CH:12]=3)[C:5]=2[CH:4]=1)#[N:2] |f:1.2|. Reported procedure: To a solution of 5-cyano-3-(3-formyl-4-methoxybenzyl)-1-(trans-4-hydroxycyclohexyl)-1,3-dihydro-2H-benzimidazol-2-one (35.0 mg) in a mixture of ethanol (2 mL) and tetrahydrofuran (1 mL) was added sodium borohydride (3.27 mg) under ice cooling, and the mixture was stirred at 0° C. for 2 hours. The mixture was partitioned between ethyl acetate and water. The separated organic layer was washed with 1N-hydrochloric acid, water, saturated sodium bicarbonate solution and brine, successively, dried ove... Reactants: O=C(Cl)Cl, COC(=O)C(N)CC(F)(F)Cc1ccccc1, CC(C)NC(C)C, ClCCl, Cl, C1COCCN1, O. Product: COC(=O)C(CC(F)(F)Cc1ccccc1)NC(=O)N1CCOCC1. As a reaction SMILES: [C:26](=[O:27])([Cl:28])[Cl:29].[CH3:2][O:3][C:4]([CH:5]([CH2:6][C:7]([CH2:8][c:9]1[cH:10][cH:11][cH:12][cH:13][cH:14]1)([F:15])[F:16])[NH2:17])=[O:18].[CH:19]([NH:20][CH:21]([CH3:22])[CH3:23])([CH3:24])[CH3:25].[Cl:36][CH2:37][Cl:38].[ClH:1].[O:30]1[CH2:31][CH2:32][NH:33][CH2:34][CH2:35]1.[OH2:39]>>[CH3:2][O:3][C:4]([CH:5]([CH2:6][C:7]([CH2:8][c:9]1[cH:10][cH:11][cH:12][cH:13][cH:14]1)([F:15])[F:16])[NH:17][C:26](=[O:27])[N:33]1[CH2:32][CH2:31][O:30][CH2:35][CH2:34]1)=[O:18].